Dataset: the Open Reaction Database (ORD), a public repository of structured organic reaction records. Task: describe an organic reaction: reactants, conditions, products, and yield Starting materials: CC(C)(C)OC(=O)N1CCC(N)CC1, Cc1cc(Cl)cnc1C=O, ClCCl. Product: Cc1cc(Cl)cnc1CNC1CCN(C(=O)OC(C)(C)C)CC1. Reaction SMILES: [C:11]([CH3:12])([CH3:13])([CH3:14])[O:15][C:16](=[O:17])[N:18]1[CH2:19][CH2:20][CH:21]([NH2:24])[CH2:22][CH2:23]1.[Cl:1][c:2]1[cH:3][c:4]([CH3:10])[c:5]([CH:8]=[O:9])[n:6][cH:7]1.[Cl:25][CH2:26][Cl:27]>>[Cl:1][c:2]1[cH:3][c:4]([CH3:10])[c:5]([CH2:8][NH:24][CH:21]2[CH2:20][CH2:19][N:18]([C:16]([O:15][C:11]([CH3:12])([CH3:13])[CH3:14])=[O:17])[CH2:23][CH2:22]2)[n:6][cH:7]1. Reactants: C(C1=CC=CC=C1)Br (benzyl bromide), O1CCN2C1OCC2 (tetrahydro-[1,3]oxazolo[2,3-b][1,3]oxazole). Run in C(C)(C)OC(C)C (diisopropyl ether). The product is [Br-].C(C1=CC=CC=C1)[N+]12C(OCC1)OCC2 (4-benzyltetrahydro[1,3]oxazolo[2,3-b][1,3]oxazol-4-ium bromide). Isolated yield 94.3%. Reaction SMILES: [CH2:1]([Br:8])[C:2]1[CH:7]=[CH:6][CH:5]=[CH:4][CH:3]=1.[O:9]1[CH:13]2[O:14][CH2:15][CH2:16][N:12]2[CH2:11][CH2:10]1>C(OC(C)C)(C)C>[Br-:8].[CH2:1]([N+:12]12[CH2:16][CH2:15][O:14][CH:13]1[O:9][CH2:10][CH2:11]2)[C:2]1[CH:7]=[CH:6][CH:5]=[CH:4][CH:3]=1 |f:3.4|. Reported procedure: A solution of 1.710 g (10 mmol) of benzyl bromide and 1.152 g (10 mmol) of tetrahydro-[1,3]oxazolo[2,3-b][1,3]oxazole in 20 ml of diisopropyl ether was stirred at the room temperature for 24 hours. The precipitate was filtered off, washed twice with diisopropyl ether and dried. 2.698 g (94.3%) of white amorphous product was obtained, which can be further purified by recrystallisation from rectified ethanol. Starting materials: [Li+].[OH-] (LiOH), CN1N=CC(=C1S(=O)(=O)C)C(=O)OCC (ethyl 1-methyl-5-(methylsulfonyl)-1H-pyrazole-4-carboxylate), Cl (HCl), [Li+].[OH-] (LiOH). Run in O (H2O), O1CCOCC1 (1,4-dioxane). Conditions: time 8 hour. Product: CN1N=CC(=C1S(=O)(=O)C)C(=O)O (1-Methyl-5-(methylsulfonyl)-1H-pyrazole-4-carboxylic acid). Isolated yield 64.0%. As a reaction SMILES: [Li+].[OH-].[CH3:3][N:4]1[C:8]([S:9]([CH3:12])(=[O:11])=[O:10])=[C:7]([C:13]([O:15]CC)=[O:14])[CH:6]=[N:5]1.Cl>O.O1CCOCC1>[CH3:3][N:4]1[C:8]([S:9]([CH3:12])(=[O:10])=[O:11])=[C:7]([C:13]([OH:15])=[O:14])[CH:6]=[N:5]1 |f:0.1|. Reported procedure: Add a solution of LiOH (22 mg, 0.90 mmol) in H2O (1 mL) to a rapidly stirring solution of ethyl 1-methyl-5-(methylsulfonyl)-1H-pyrazole-4-carboxylate (175 mg, 0.75 mmol) in 1,4-dioxane (3 mL) at ambient temperature. Treat the reaction mixture with additional LiOH (5 mg, 0.21 mmol), and stir overnight. Acidify to pH 2 with 1 N HCl, and extract twice with CH2Cl2. Combine the organic layers, dry over MgSO4, filter, and concentrate under reduced pressure to yield the title compound as a white solid ... Reactants: CN=C=O, [Cl-], ClCCl, O, NC(=O)N1CCN(c2ccccc2)CC1. Product: CNC(=O)NC(=O)N1CCN(c2ccccc2)CC1. Reaction SMILES: [CH3:19][N:20]=[C:21]=[O:22].[Cl-:23].[Cl:1][CH2:2][Cl:3].[OH2:24].[c:4]1([N:10]2[CH2:11][CH2:12][N:13]([C:16](=[O:17])[NH2:18])[CH2:14][CH2:15]2)[cH:5][cH:6][cH:7][cH:8][cH:9]1>>[c:4]1([N:10]2[CH2:11][CH2:12][N:13]([C:16](=[O:17])[NH:18][C:21]([NH:20][CH3:19])=[O:22])[CH2:14][CH2:15]2)[cH:5][cH:6][cH:7][cH:8][cH:9]1. Starting materials: CC(=O)O[BH-](OC(C)=O)OC(C)=O, O=C([O-])O, ClCCl, CC(=O)O, NCCCNc1c2c(nc3cc(Cl)ccc13)CCCC2, [Na+], [Na+], O=C1CCc2[nH]c(=O)ccc2C1. The product is O=c1ccc2c([nH]1)CCC(NCCCNc1c3c(nc4cc(Cl)ccc14)CCCC3)C2. Reaction SMILES: [C:33]([O:34][BH-:35]([O:36][C:37](=[O:38])[CH3:39])[O:40][C:41](=[O:42])[CH3:43])(=[O:44])[CH3:45].[C:47](=[O:48])([OH:49])[O-:50].[CH2:52]([Cl:53])[Cl:54].[CH3:55][C:56](=[O:57])[OH:58].[Cl:1][c:2]1[cH:3][c:4]2[n:5][c:6]3[c:11]([c:12]([NH:16][CH2:17][CH2:18][CH2:19][NH2:20])[c:13]2[cH:14][cH:15]1)[CH2:10][CH2:9][CH2:8][CH2:7]3.[Na+:46].[Na+:51].[nH:21]1[c:22](=[O:32])[cH:23][cH:24][c:25]2[c:30]1[CH2:29][CH2:28][C:27](=[O:31])[CH2:26]2>>[Cl:1][c:2]1[cH:3][c:4]2[n:5][c:6]3[c:11]([c:12]([NH:16][CH2:17][CH2:18][CH2:19][NH:20][CH:27]4[CH2:26][c:25]5[cH:24][cH:23][c:22](=[O:32])[nH:21][c:30]5[CH2:29][CH2:28]4)[c:13]2[cH:14][cH:15]1)[CH2:10][CH2:9][CH2:8][CH2:7]3. The reactants are NC=1SC=NN1 (2-amino-1,3,4-thiadiazol), C1=C(C=CC2=CC=CC=C12)C(=O)Cl (2-naphthoyl chloride). Run in N1=CC=CC=C1 (pyridine). The product is S1C(=NN=C1)NC(=O)C1=CC2=CC=CC=C2C=C1 (Naphthalene-2-carboxylic acid [1,3,4]thiadiazol-2-yl amide). Isolated yield 39.2%. RXN SMILES: [NH2:1][C:2]1[S:3][CH:4]=[N:5][N:6]=1.[CH:7]1[C:16]2[C:11](=[CH:12][CH:13]=[CH:14][CH:15]=2)[CH:10]=[CH:9][C:8]=1[C:17](Cl)=[O:18]>N1C=CC=CC=1>[S:3]1[CH:4]=[N:5][N:6]=[C:2]1[NH:1][C:17]([C:8]1[CH:9]=[CH:10][C:11]2[C:16](=[CH:15][CH:14]=[CH:13][CH:12]=2)[CH:7]=1)=[O:18]. Reported procedure: To a stirred solution of 2-amino-1,3,4-thiadiazol (0.84 g, 8.0 mmol) in pyridine (5 ml) was added 2-naphthoyl chloride (1.9 g, 10 mmol). The resulting mixture was stirred at reflux temperature for 15 min. cooled and quenched with water (100 ml). The precipitate was filtered off, washed with water (2×10 ml) and heptane (2×10 ml) and dried in vacuo affording 0.80 g (38%) of the title compound as a solid. Reactants: COC1=CC=C(C=C1)/C=C/C=1C=C2C=NN(C(C2=CC1)=O)C1=NC=CC=C1 (Trans-6-[2-(4-methoxyphenyl)ethenyl]-2-(2-pyridyl)-1(2H)-phthalazinone), Cl.N1=CC=CC=C1 (pyridine hydrochloride), CN(C)C=O (DMF). Run in O (water). Run at temperature 180 celsius. Yields the product OC1=CC=C(C=C1)/C=C/C=1C=C2C=NN(C(C2=CC1)=O)C1=NC=CC=C1 (Trans-6-[2-(4-Hydroxyphenyl)ethenyl]-2-(2-pyridyl)-1(2H)-phthalazinone). Yield: 55.0%. Reaction SMILES: C[O:2][C:3]1[CH:8]=[CH:7][C:6](/[CH:9]=[CH:10]/[C:11]2[CH:12]=[C:13]3[C:18](=[CH:19][CH:20]=2)[C:17](=[O:21])[N:16]([C:22]2[CH:27]=[CH:26][CH:25]=[CH:24][N:23]=2)[N:15]=[CH:14]3)=[CH:5][CH:4]=1.Cl.N1C=CC=CC=1.CN(C=O)C>O>[OH:2][C:3]1[CH:8]=[CH:7][C:6](/[CH:9]=[CH:10]/[C:11]2[CH:12]=[C:13]3[C:18](=[CH:19][CH:20]=2)[C:17](=[O:21])[N:16]([C:22]2[CH:27]=[CH:26][CH:25]=[CH:24][N:23]=2)[N:15]=[CH:14]3)=[CH:5][CH:4]=1 |f:1.2|. Procedure details: Trans-6-[2-(4-methoxyphenyl)ethenyl]-2-(2-pyridyl)-1(2H)-phthalazinone (7 g) and pyridine hydrochloride were thoroughtly mixed and heated to 180° C. for 21/2 hours. The solution was cooled to about 120° C.; then DMF (30 ml) was added followed by water (80 ml). The mixture was cooled to 20° C., filtered and the precipitate was washed with isopropanol. The solid mass was recrystallized from DMF to give 3.7 g of the phenol, mp=272° C.